Dataset: the Open Reaction Database (ORD), a public repository of structured organic reaction records. Task: describe an organic reaction: reactants, conditions, products, and yield The reactants are O=CO, O=C(Nc1ccc(C(F)(F)F)cc1)N1CC(c2ccccc2)C(c2ccc(Cl)cc2)N1. Product: O=C1N(c2ccc(C(F)(F)F)cc2)CN2C(c3ccc(Cl)cc3)C(c3ccccc3)CN12. As a reaction SMILES: [CH:32]([OH:33])=[O:34].[F:1][C:2]([c:3]1[cH:4][cH:5][c:6]([NH:9][C:10](=[O:11])[N:12]2[NH:13][CH:14]([c:23]3[cH:24][cH:25][c:26]([Cl:29])[cH:27][cH:28]3)[CH:15]([c:17]3[cH:18][cH:19][cH:20][cH:21][cH:22]3)[CH2:16]2)[cH:7][cH:8]1)([F:30])[F:31]>>[F:1][C:2]([c:3]1[cH:4][cH:5][c:6]([N:9]2[C:10](=[O:11])[N:12]3[N:13]([CH:14]([c:23]4[cH:24][cH:25][c:26]([Cl:29])[cH:27][cH:28]4)[CH:15]([c:17]4[cH:18][cH:19][cH:20][cH:21][cH:22]4)[CH2:16]3)[CH2:32]2)[cH:7][cH:8]1)([F:30])[F:31]. Starting materials: FC1=C(C=C(C=C1)\C=C\[N+](=O)[O-])F (E-1,2-difluoro-4-(2-nitrovinyl)benzene), [Li+].[BH4-] (LiBH4), Cl[Si](C)(C)C (chloro trimethyl silane). Solvent: C1CCOC1 (THF). Reaction conditions: time 3 day. Product: FC=1C=C(C=CC1F)CCN (2-(3, 4-Difluorophenyl)ethanamine). Yield: 98.9%. Reaction SMILES: [F:1][C:2]1[CH:7]=[CH:6][C:5](/[CH:8]=[CH:9]/[N+:10]([O-])=O)=[CH:4][C:3]=1[F:13].[Li+].[BH4-].Cl[Si](C)(C)C>C1COCC1>[F:13][C:3]1[CH:4]=[C:5]([CH2:8][CH2:9][NH2:10])[CH:6]=[CH:7][C:2]=1[F:1] |f:1.2|. Reported procedure: Using an analogous procedure and workup as described in for the preparation of intermediate I-15b above. (E-1,2-difluoro-4-(2-nitrovinyl)benzene (I-49a: 5 g, 27.027 mmol) in dry THF (81 mL) as reacted with LiBH4 (2.35 g, 108.1081 mmol) and chloro trimethyl silane (27.63 ml, 216.216 mmol) at 0° C. The resulting mixture was stirred at room temperature for 3 days to afford 4.2 g of the product (100% yield). Starting materials: C1CCOC1, CC(=O)Cl, NC(=O)CNC1c2ccccc2CC1NC(=O)c1cc2cc(Cl)ccc2[nH]1. Product: CC(=O)N(CC(N)=O)C1c2ccccc2CC1NC(=O)c1cc2cc(Cl)ccc2[nH]1. Reaction SMILES: [CH2:32]1[O:33][CH2:34][CH2:35][CH2:36]1.[CH3:1][C:2]([Cl:3])=[O:4].[NH2:5][C:6]([CH2:7][NH:8][CH:9]1[CH:10]([NH:18][C:19](=[O:20])[c:21]2[nH:22][c:23]3[cH:24][cH:25][c:26]([Cl:30])[cH:27][c:28]3[cH:29]2)[CH2:11][c:12]2[cH:13][cH:14][cH:15][cH:16][c:17]21)=[O:31]>>[CH3:1][C:2](=[O:4])[N:8]([CH2:7][C:6]([NH2:5])=[O:31])[CH:9]1[CH:10]([NH:18][C:19](=[O:20])[c:21]2[nH:22][c:23]3[cH:24][cH:25][c:26]([Cl:30])[cH:27][c:28]3[cH:29]2)[CH2:11][c:12]2[cH:13][cH:14][cH:15][cH:16][c:17]21. Reactants: ClOC(C)(C)C (tert-butyl hypochlorite), potassium osmate dihydrate, BrC=1C=C(C(=NC1)F)\C=C\C1=C(C=CC(=C1)F)F ((E)-5-bromo-3-(2,5-difluorostyryl)-2-fluoropyridine), C(N)(OC(C)(C)C)=O (tert-butyl carbamate), [OH-].[Na+] (sodium hydroxide), CC[C@H]1CN2CC[C@H]1C[C@@H]2[C@H](C3=C4C=C(C=CC4=NC=C3)OC)OC5=NN=C(C6=CC=CC=C65)O[C@H]([C@H]7C[C@@H]8CCN7C[C@@H]8CC)C9=C1C=C(C=CC1=NC=C9)OC ((DHQD)2PHAL). The solvent is C(CC)O (propanol), C(CC)O (propanol), O (water), C(CC)O (propanol). Conditions: temperature 0 celsius, time 30 minute. Product: BrC=1C=C(C(=NC1)F)[C@H]([C@H](O)C1=C(C=CC(=C1)F)F)NC(OC(C)(C)C)=O (tert-butyl (1R,2R)-1-(5-bromo-2-fluoropyridin-3-yl)-2-(2,5-difluorophenyl)-2-hydroxyethylcarbamate). Reaction SMILES: [C:1](=[O:8])([O:3][C:4]([CH3:7])([CH3:6])[CH3:5])[NH2:2].[OH-].[Na+].Cl[O:12]C(C)(C)C.CC[C@@H]1[C@@H]2C[C@H]([C@@H](OC3C4C(=CC=CC=4)C(O[C@@H](C4C=CN=C5C=4C=C(OC)C=C5)[C@@H]4N5C[C@H](CC)[C@@H](CC5)C4)=NN=3)C3C=CN=C4C=3C=C(OC)C=C4)N(CC2)C1.[Br:75][C:76]1[CH:77]=[C:78](/[CH:83]=[CH:84]/[C:85]2[CH:90]=[C:89]([F:91])[CH:88]=[CH:87][C:86]=2[F:92])[C:79]([F:82])=[N:80][CH:81]=1>C(O)CC.O>[Br:75][C:76]1[CH:77]=[C:78]([C@@H:83]([NH:2][C:1](=[O:8])[O:3][C:4]([CH3:7])([CH3:6])[CH3:5])[C@@H:84]([C:85]2[CH:90]=[C:89]([F:91])[CH:88]=[CH:87][C:86]=2[F:92])[OH:12])[C:79]([F:82])=[N:80][CH:81]=1 |f:1.2|. Reported procedure: To tert-butyl carbamate (0.462 g, 3.95 mmol) in propanol (6 mL) was added sodium hydroxide (0.155 g, 3.88 mmol) in water (12 mL) followed by tert-butyl hypochlorite (0.438 mL, 3.88 mmol). The solution was cooled to 0° C., and (DHQD)2PHAL (0.060 g, 0.076 mmol) was added in propanol (6 mL), followed by (E)-5-bromo-3-(2,5-difluorostyryl)-2-fluoropyridine (0.4 g, 1.273 mmol) as a solid. The remaining residue was dissolved in propanol (12 mL) and added to the reaction mixture to give a suspension. To... Reactants: C(C=C)(=O)O (Acrylic acid), C(C1=CC=CC=C1)N1CCC(CC1)NC1=CC(CCC1)=O (1-(1-benzyl-4-piperidinylamino)-1-cyclohexen-3-on). The solvent is C(Cl)(Cl)Cl (chloroform). Conditions: time 6 hour. Product: C(C1=CC=CC=C1)N1CCC(CC1)N1C(=O)CCC=2C(CCCC12)=O (1-(1-benzyl-4-piperidinyl)-5-oxo-3,4,5,6,7,8-hexahydrocarbostyril). Reaction SMILES: [C:1]([OH:5])(=O)[CH:2]=[CH2:3].[CH2:6]([N:13]1[CH2:18][CH2:17][CH:16]([NH:19][C:20]2[CH2:25][CH2:24][CH2:23][C:22](=[O:26])[CH:21]=2)[CH2:15][CH2:14]1)[C:7]1[CH:12]=[CH:11][CH:10]=[CH:9][CH:8]=1>C(Cl)(Cl)Cl>[CH2:6]([N:13]1[CH2:18][CH2:17][CH:16]([N:19]2[C:20]3[CH2:21][CH2:3][CH2:2][C:1](=[O:5])[C:25]=3[CH2:24][CH2:23][C:22]2=[O:26])[CH2:15][CH2:14]1)[C:7]1[CH:12]=[CH:11][CH:10]=[CH:9][CH:8]=1. Reported procedure: Acrylic acid (28.9 ml) is added to 1-(1-benzyl-4-piperidinylamino)-1-cyclohexen-3-on (100 g) and the mixture is refluxed with stirring for 6 hours. After cooling, the reaction mixture is dissolved in chloroform containing 10% methanol and purified by silica gel column chromatography (solvent; dichloromethane:methanol=40:1). The resultant is recrystallized from ethanol/water to give 1-(1-benzyl-4-piperidinyl)-5-oxo-3,4,5,6,7,8-hexahydrocarbostyril (23.98 g) as colorless needles, m.p.: 102°-103° C... As a reaction SMILES: [CH:1](=[O:7])[CH2:2][CH2:3][CH2:4][CH2:5][CH3:6].[CH2:8](Cl)[CH:9]=[CH2:10].[Sn](Cl)Cl.[I-].[Na+].C(O)(=O)C.[Al]>[Cu].O>[OH:7][CH:1]([CH2:2][CH2:3][CH2:4][CH2:5][CH3:6])[CH2:10][CH:9]=[CH2:8] |f:3.4|. Product: OC(CC=C)CCCCC (4-hydroxy-1-nonene). Procedure: To 500 ml water was added 100 g hexanal (1 mol), 184 g allylchloride (2.4 mol), 19 g tin(II) chloride (0.1 mol), 1.5 g sodium iodide (0.01 mol), 12.5 g copper powder (0.2 mol), 108 g acetic acid (1.8 mol) and 32.4 g aluminium (1.2 mol) (e.g. foil or clips). The reaction mixture was stirred vigorously for ca. 12 h at 35° C. Then the reaction mixture was separated as an aqueous and an organic layer, and the organic layer was distilled in vacuo to give 4-hydroxy-1-nonene (the conversion of starting... Reagents/catalysts: [Cu] (copper). Run in O (water). The reactants are C(CCCCC)=O (hexanal), C(C=C)Cl (allylchloride), [Sn](Cl)Cl (tin(II) chloride), [I-].[Na+] (sodium iodide), C(C)(=O)O (acetic acid), [Al] (aluminium). Reaction conditions: temperature 35 celsius, time 12 hour.